Dataset: the Open Reaction Database (ORD), a public repository of structured organic reaction records. Task: describe an organic reaction: reactants, conditions, products, and yield Reactants: C(CCC)OC(=O)C=1N=C(C2=CC(=CC=C2C1O)OC(C)C)Cl (1-chloro-4-hydroxy-7-isopropoxy-isoquinoline-3-carboxylic acid butyl ester), CN(CCN)C (N,N-dimethyl-ethane-1,2-diamine). Yields the product CN(CCNC(=O)C=1N=C(C2=CC(=CC=C2C1O)OC(C)C)Cl)C (1-Chloro-4-hydroxy-7-isopropoxy-isoquinoline-3-carboxylic acid (2-dimethylamino-ethyl)-amide). RXN SMILES: C(O[C:6]([C:8]1[N:9]=[C:10]([Cl:23])[C:11]2[C:16]([C:17]=1[OH:18])=[CH:15][CH:14]=[C:13]([O:19][CH:20]([CH3:22])[CH3:21])[CH:12]=2)=[O:7])CCC.[CH3:24][N:25]([CH3:29])[CH2:26][CH2:27][NH2:28]>>[CH3:24][N:25]([CH3:29])[CH2:26][CH2:27][NH:28][C:6]([C:8]1[N:9]=[C:10]([Cl:23])[C:11]2[C:16]([C:17]=1[OH:18])=[CH:15][CH:14]=[C:13]([O:19][CH:20]([CH3:21])[CH3:22])[CH:12]=2)=[O:7]. Procedure details: Synthesized from 1-chloro-4-hydroxy-7-isopropoxy-isoquinoline-3-carboxylic acid butyl ester (can be obtained according to U.S. Pat. No. 6,093,730, October 1998, Weidmann et al.) and N,N-dimethyl-ethane-1,2-diamine in analogy to example B-4, followed by deprotection in analogy to example B-1 f); MS-(+)-ion: M+1=352.1. Starting materials: NC1=NNC2=C1C(N(C=C2Br)C(C)C(C)C)=O (3-amino-7-bromo-5-(3-methylbutan-2-yl)-1,5-dihydro-4H-pyrazolo[4,3-c]pyridin-4-one). Solvent: CCCCCC.C(C)O (hexane ethanol). Yields the product NC1=NNC2=C1C(N(C=C2Br)[C@H](C)C(C)C)=O (3-amino-7-bromo-5-((2R)-3-methylbutan-2-yl)-1,5-dihydro-4H-pyrazolo[4,3-c]pyridin-4-one). The yield is 44.1%. As a reaction SMILES: [NH2:1][C:2]1[C:6]2[C:7](=[O:17])[N:8]([CH:12]([CH:14]([CH3:16])[CH3:15])[CH3:13])[CH:9]=[C:10]([Br:11])[C:5]=2[NH:4][N:3]=1>CCCCCC.C(O)C>[NH2:1][C:2]1[C:6]2[C:7](=[O:17])[N:8]([C@@H:12]([CH:14]([CH3:16])[CH3:15])[CH3:13])[CH:9]=[C:10]([Br:11])[C:5]=2[NH:4][N:3]=1 |f:1.2|. Reported procedure: Racemic 3-amino-7-bromo-5-(3-methylbutan-2-yl)-1,5-dihydro-4H-pyrazolo[4,3-c]pyridin-4-one obtained in Step G of Example 13 (7.89 g) was resolved by HPLC (column: CHIRALPAK AD, 50 mmID×500 mmL, manufactured by Daicel Chemical Industries, mobile phase: hexane/ethanol=600/400(v/v)) to give the title compound (3.479 g) having a longer retention time. Reactants: C(C)(C)(C)N1N=CC(=C1C1=CC=C(C=C1)F)C=1SC=C(N1)CC(=O)O (2-(2-(1-(tert-butyl)-5-(4-fluorophenyl)-1H-pyrazol-4-yl)thiazol-4-yl)acetic acid), C1(=CC=CC=C1)P(=O)(C1=CC=CC=C1)N=[N+]=[N-] (diphenylphosphoryl azide), TEA, C(C)(C)(C)O (tert-butyl alcohol), O (Water). Run in C1(=CC=CC=C1)C (toluene). Product: C(C)(C)(C)N1N=CC(=C1C1=CC=C(C=C1)F)C=1SC=C(N1)CNC(O)=O (((2-(1-tert-butyl-5-(4-fluorophenyl)-1H-pyrazol-4-yl)thiazol-4-yl)methyl)carbamic acid). Isolated yield 11.4%. As a reaction SMILES: [C:1]([N:5]1[C:9]([C:10]2[CH:15]=[CH:14][C:13]([F:16])=[CH:12][CH:11]=2)=[C:8]([C:17]2[S:18][CH:19]=[C:20]([CH2:22]C(O)=O)[N:21]=2)[CH:7]=[N:6]1)([CH3:4])([CH3:3])[CH3:2].C1(P([N:40]=[N+]=[N-])(C2C=CC=CC=2)=O)C=CC=CC=1.[C:43]([OH:47])(C)(C)C.[OH2:48]>C1(C)C=CC=CC=1>[C:1]([N:5]1[C:9]([C:10]2[CH:15]=[CH:14][C:13]([F:16])=[CH:12][CH:11]=2)=[C:8]([C:17]2[S:18][CH:19]=[C:20]([CH2:22][NH:40][C:43](=[O:47])[OH:48])[N:21]=2)[CH:7]=[N:6]1)([CH3:4])([CH3:3])[CH3:2]. Procedure details: A solution of 2-(2-(1-(tert-butyl)-5-(4-fluorophenyl)-1H-pyrazol-4-yl)thiazol-4-yl)acetic acid (100 mg, 0.28 mmol), diphenylphosphoryl azide (0.066 mL, 0.31 mmol), TEA (0.047 mL, 0.33 mmol) and tert-butyl alcohol (0.052 mL, 0.56 mmol) in toluene (2.0 mL) was stirred at room temperature for 14 hr. Water was added to the reaction solution, and the mixture was extracted with ethyl acetate. The organic layer was washed with water and saturated brine and dried, and the solvent was evaporated under re... The reactants are CC1=NN=NN1 (5-methyltetrazole), CN(C=O)C (dimethylformamide), [H-].[Na+] (sodium hydride), C(C)(C)(C)OC(=O)N1CCN(CCC1)C1=NC2=C(N1CCOS(=O)(=O)C)C=CC=C2 (1-(t-butoxycarbonyl)-4-(1-(2-methanesulfonyloxyethyl)-1H-benzimidazol-2-yl)-[1,4]diazepane), CN(C=O)C (dimethylformamide). Solvent: C(C)(=O)OCC (ethyl acetate). The product is C(C)(C)(C)OC(=O)N1CCN(CCC1)C1=NC2=C(N1CCN1N=NN=C1C)C=CC=C2 (4-{1-[2-(5-methyl-tetrazol-1-yl}-ethyl]-1H-benzoimidazol-2-yl}-[1,4]diazepane-1-carboxylic acid tert-butyl ester). The yield is 34.8%. RXN SMILES: [CH3:1][C:2]1[NH:6][N:5]=[N:4][N:3]=1.CN(C)C=O.[H-].[Na+].[C:14]([O:18][C:19]([N:21]1[CH2:27][CH2:26][CH2:25][N:24]([C:28]2[N:32]([CH2:33][CH2:34]OS(C)(=O)=O)[C:31]3[CH:40]=[CH:41][CH:42]=[CH:43][C:30]=3[N:29]=2)[CH2:23][CH2:22]1)=[O:20])([CH3:17])([CH3:16])[CH3:15]>C(OCC)(=O)C>[C:14]([O:18][C:19]([N:21]1[CH2:27][CH2:26][CH2:25][N:24]([C:28]2[N:32]([CH2:33][CH2:34][N:3]3[C:2]([CH3:1])=[N:6][N:5]=[N:4]3)[C:31]3[CH:40]=[CH:41][CH:42]=[CH:43][C:30]=3[N:29]=2)[CH2:23][CH2:22]1)=[O:20])([CH3:15])([CH3:16])[CH3:17] |f:2.3|. Reported procedure: Treat a stirred solution of 5-methyltetrazole (0.38 g, 4.52 mmol, obtained from TCI US) and dimethylformamide (7 mL) at 0° C. portionwise with sodium hydride (0.19 g, 4.75 mmol, 60% dispersion in oil). Allow to warm to room temperature over one hour and add a solution of 1-(t-butoxycarbonyl)-4-(1-(2-methanesulfonyloxyethyl)-1H-benzimidazol-2-yl)-[1,4]diazepane (0.1.33 g, 3.03 mmol, Preparation 28) and dimethylformamide (7 mL). Heat at 100° C. for 6 hours. Cool, add ethyl acetate (50 mL) and wash... The reactants are CC1(OB(OC1(C)C)C1=C(C=CC(=C1)C(F)(F)F)OCC1=CC=CC=C1)C (4,4,5,5-Tetramethyl-2-[2-(phenylmethoxy)-5-(trifluoromethyl)phenyl]-1,3,2-dioxaborolane). The reagents and catalysts are [Pd] (Pd/C). Run in CCOC(=O)C (EtOAc). Reaction conditions: time 1 hour. Product: CC1(OB(OC1(C)C)C1=C(C=CC(=C1)C(F)(F)F)O)C (2-(4,4,5,5-Tetramethyl-1,3,2-dioxaborolan-2-yl)-4-(trifluoromethyl)phenol). Reaction SMILES: [CH3:1][C:2]1([CH3:27])[C:6]([CH3:8])([CH3:7])[O:5][B:4]([C:9]2[CH:14]=[C:13]([C:15]([F:18])([F:17])[F:16])[CH:12]=[CH:11][C:10]=2[O:19]CC2C=CC=CC=2)[O:3]1>CCOC(C)=O.[Pd]>[CH3:7][C:6]1([CH3:8])[C:2]([CH3:1])([CH3:27])[O:3][B:4]([C:9]2[CH:14]=[C:13]([C:15]([F:18])([F:16])[F:17])[CH:12]=[CH:11][C:10]=2[OH:19])[O:5]1. Reported procedure: 10% Pd/C (0.5 g) was added to a solution of the product from step (i) in EtOAc (80 ml) and hydrogenated at RT and 1 bar for 1 h, and for a further 3 h at 3 bar. The catalyst was removed by filtration and the filtrate evaporated to leave a solid product. Yield 4.2 g. The reactants are Cl (HCl), [OH-].[Li+] (Lithium hydroxide), ClC1=C(C(=CN(C1=O)CC1=CC=C(C=C1)OC)C(=O)OC)C(=O)OC (Dimethyl 5-chloro-1-(4-methoxybenzyl)-6-oxo-1,6-dihydropyridine-3,4-dicarboxylate), O (water). Run in CO (MeOH). Reaction conditions: time 12 hour. Product: COC1=CC=C(CN2C(C(=C(C(=C2)C(=O)O)C(=O)OC)Cl)=O)C=C1 (1-(4-Methoxybenzyl)-2-oxo-1,2-dihydro-3-chloro-4-methoxycarbonyl-pyridine-5-carboxylic acid). The yield is 95.9%. RXN SMILES: [OH-].[Li+].[Cl:3][C:4]1[C:9](=[O:10])[N:8]([CH2:11][C:12]2[CH:17]=[CH:16][C:15]([O:18][CH3:19])=[CH:14][CH:13]=2)[CH:7]=[C:6]([C:20]([O:22]C)=[O:21])[C:5]=1[C:24]([O:26][CH3:27])=[O:25].O.Cl>CO>[CH3:19][O:18][C:15]1[CH:14]=[CH:13][C:12]([CH2:11][N:8]2[CH:7]=[C:6]([C:20]([OH:22])=[O:21])[C:5]([C:24]([O:26][CH3:27])=[O:25])=[C:4]([Cl:3])[C:9]2=[O:10])=[CH:17][CH:16]=1 |f:0.1|. Reported procedure: Lithium hydroxide (1.884 g, 44.8 mmol) was added to a solution of compound (9) (8.2 g, 22.42 mmol) in MeOH (150 ml)/water (100 ml). The reaction was stirred for about 12 h at r. t. and the reaction solution was adjusted to pH=2 with diluted aqueous HCl. The solid was filtered and washed with cold ether to give the title compound (8.4 g, 21.49 mmol, 96% yield). LC-MS (ESI+): m/e 352(M+H)+, Rt: 1.73 min; 1H-NMR (DMSO-d6, 400 MHz): δ=3.75 (s, 3H), 3.83 (s, 3H), 5.20 (s, 2H), 6.93 (d, 2H, J=8.8 Hz),... Starting materials: CC(=O)O, O=C1CCC(=O)N1Cl, Nc1nc(Cl)cc(-c2ccccc2)n1. The product is Nc1nc(Cl)c(Cl)c(-c2ccccc2)n1. RXN SMILES: [CH3:23][C:24](=[O:25])[OH:26].[Cl:15][N:16]1[C:17](=[O:18])[CH2:19][CH2:20][C:21]1=[O:22].[Cl:1][c:2]1[n:3][c:4]([NH2:14])[n:5][c:6](-[c:8]2[cH:9][cH:10][cH:11][cH:12][cH:13]2)[cH:7]1>>[Cl:1][c:2]1[n:3][c:4]([NH2:14])[n:5][c:6](-[c:8]2[cH:9][cH:10][cH:11][cH:12][cH:13]2)[c:7]1[Cl:15].